This data is from the Open Reaction Database (ORD), a public repository of structured organic reaction records. The task is: describe an organic reaction: reactants, conditions, products, and yield Reactants: C(C)OC(=O)C1CC2=C(NC=3C=CC(=CC23)OCC2=CC=CC=C2)C1 (1,2,3,4-tetrahydro-7-phenylmethoxycyclopent[b]indole-2-carboxylic acid ethyl ester), CI (methyl iodide), O (water), [H-].[Na+] (sodium hydride). Run in CN(C=O)C (dimethylformamide), CN(C=O)C (dimethylformamide), CN(C=O)C (dimethylformamide). Reaction conditions: time 2 hour. Yields the product C(C)OC(=O)C1CC2=C(N(C=3C=CC(=CC23)OCC2=CC=CC=C2)C)C1 (1,2,3,4-Tetrahydro-7-phenylmethoxy-4-methylcyclopent[b]indole-2-carboxylic acid ethyl ester). Yield: 102.2%. As a reaction SMILES: [H-].[Na+].[CH2:3]([O:5][C:6]([CH:8]1[CH2:27][C:11]2[NH:12][C:13]3[CH:14]=[CH:15][C:16]([O:19][CH2:20][C:21]4[CH:26]=[CH:25][CH:24]=[CH:23][CH:22]=4)=[CH:17][C:18]=3[C:10]=2[CH2:9]1)=[O:7])[CH3:4].[CH3:28]I.O>CN(C)C=O>[CH2:3]([O:5][C:6]([CH:8]1[CH2:27][C:11]2[N:12]([CH3:28])[C:13]3[CH:14]=[CH:15][C:16]([O:19][CH2:20][C:21]4[CH:22]=[CH:23][CH:24]=[CH:25][CH:26]=4)=[CH:17][C:18]=3[C:10]=2[CH2:9]1)=[O:7])[CH3:4] |f:0.1|. Reported procedure: To a suspension of sodium hydride (60% in oil, 3.0 g, 0.075 mole) in 25 ml of dry dimethylformamide, was added a solution of 1,2,3,4-tetrahydro-7-phenylmethoxycyclopent[b]indole-2-carboxylic acid ethyl ester (23.5 g, 0.07 mole) in 100 ml of dry dimethylformamide. After stirring at ambient temperature for two hours, a solution of methyl iodide (4.7 ml, 0.075 mole) in 20 ml of dimethylformamide was added, and the mixture was stirred at 70° C. for five hours. After cooling, the mixture was poured i... Starting materials: C(C)(C)(C)OC(CN1C=C(C=2C1=NC(=CC2)NCC2=CC=C(C=C2)OC)C(C)=O)=O ([3-acetyl-6-(4-methoxy-benzylamino)-pyrrolo[2,3-b]pyridin-1-yl]-acetic acid tert-butyl ester), C(=O)(C(F)(F)F)O (TFA). Solvent: C(Cl)Cl (CH2Cl2). Yields the product FC(C(=O)O)(F)F.C(C)(=O)C1=CN(C2=NC(=CC=C21)N)CC(=O)O ((3-Acetyl-6-amino-pyrrolo[2,3-b]pyridin-1-yl)-acetic acid trifluoroacetate). RXN SMILES: C([O:5][C:6](=[O:30])[CH2:7][N:8]1[C:12]2=[N:13][C:14]([NH:17]CC3C=CC(OC)=CC=3)=[CH:15][CH:16]=[C:11]2[C:10]([C:27](=[O:29])[CH3:28])=[CH:9]1)(C)(C)C.[C:31]([OH:37])([C:33]([F:36])([F:35])[F:34])=[O:32]>C(Cl)Cl>[F:34][C:33]([F:36])([F:35])[C:31]([OH:37])=[O:32].[C:27]([C:10]1[C:11]2[C:12](=[N:13][C:14]([NH2:17])=[CH:15][CH:16]=2)[N:8]([CH2:7][C:6]([OH:30])=[O:5])[CH:9]=1)(=[O:29])[CH3:28] |f:3.4|. Procedure: A solution of [3-acetyl-6-(4-methoxy-benzylamino)-pyrrolo[2,3-b]pyridin-1-yl]-acetic acid tert-butyl ester (51 mg, 0.125 mmol) and TFA (191 μL, 2.49 mmol) in CH2Cl2 (0.6 mL) was stirred at RT for 24 h. Volatils were removed under reduced pressure and the brown solid thus obtained was used without further purification in the next step. MS (UPLC/MS): 234.1 [M+H]+, 232.1 [M−H]−. 1H-NMR (400 MHz, DMSO): δ (ppm): 8.08 (d, 1H), 8.02 (s, 1H), 6.83 (m, 2H), 6.44 (d, 1H), 4.90 (s, 2H), 2.38 (s, 3H). Reactants: C[O-], CO, ClCc1cc(Cl)ccn1, Cl, [Na+]. Reaction SMILES: [CH3:11][O-:12].[CH3:14][OH:15].[Cl:2][c:3]1[cH:4][c:5]([CH2:9][Cl:10])[n:6][cH:7][cH:8]1.[ClH:1].[Na+:13]>>[Cl:2][c:3]1[cH:4][c:5]([CH2:9][O:12][CH3:11])[n:6][cH:7][cH:8]1. The product is COCc1cc(Cl)ccn1. Reactants: FC(C=1C=CC=2C[C@H]3N(C(C2C1)=O)CCNC3)(F)F ((R)-8 trifluoromethyl-1,2,3,4,11,11a-hexahydro-pyrazino[1,2-b]isoquinolin-6-one), C1CC(=O)N(C1=O)Br (NBS). The solvent is OS(=O)(=O)O (H2SO4). Run at time 48 hour. The product is BrC=1C=2C[C@H]3N(C(C2C=C(C1)C(F)(F)F)=O)CCNC3 ((R)-10-bromo-8-trifluoromethyl-1,2,3,4,11,11a-hexahydropyrazino[1,2-b]isoquinolin-6-one). Isolated yield 25.5%. RXN SMILES: [F:1][C:2]([F:19])([F:18])[C:3]1[CH:4]=[CH:5][C:6]2[CH2:7][C@@H:8]3[CH2:17][NH:16][CH2:15][CH2:14][N:9]3[C:10](=[O:13])[C:11]=2[CH:12]=1.C1C(=O)N([Br:27])C(=O)C1>OS(O)(=O)=O>[Br:27][C:5]1[C:6]2[CH2:7][C@@H:8]3[CH2:17][NH:16][CH2:15][CH2:14][N:9]3[C:10](=[O:13])[C:11]=2[CH:12]=[C:3]([C:2]([F:1])([F:18])[F:19])[CH:4]=1. Procedure: A solution of (R)-8 trifluoromethyl-1,2,3,4,11,11a-hexahydro-pyrazino[1,2-b]isoquinolin-6-one (245 mg, 0.9 mmol) in H2SO4 (2 mL) was treated with NBS (210 mg, 1.17 mmol) at room temperature. After 48 h, the reaction mixture was quenched with saturated aqueous NaHCO3 and diluted with EtOAc (15 mL). The solution was extracted with EtOAc (50 mL) and the organic layer was dried over Na2SO4, filtered, and concentrated in vacuo to afford a yellow oil. Purification of the oil by flash column chromatogr... The reactants are amine, Cl (HCl), [N+](=O)([O-])CC1C2=C(B(O1)O)C=CC=C2 (3-(nitromethyl)benzo[c][1,2]oxaborol-1(3H)-ol), N (ammonia). Reagents/catalysts: [Ni] (Nickel). The solvent is dioxanes, C(C)O (ethanol), O (water). Run at time 2 hour. Yields the product Cl.NCC1C2=C(B(O1)O)C=CC=C2 (3-(aminomethyl)benzo[c][1,2]oxaborol-1(3H)-ol hydrochloride). Isolated yield 92.0%. As a reaction SMILES: [N+:1]([CH2:4][CH:5]1[O:9][B:8]([OH:10])[C:7]2[CH:11]=[CH:12][CH:13]=[CH:14][C:6]1=2)([O-])=O.N.[ClH:16]>C(O)C.O.[Ni]>[ClH:16].[NH2:1][CH2:4][CH:5]1[O:9][B:8]([OH:10])[C:7]2[CH:11]=[CH:12][CH:13]=[CH:14][C:6]1=2 |f:6.7|. Procedure: To a solution of 3-(nitromethyl)benzo[c][1,2]oxaborol-1(3H)-ol (965 mg, 5 mmol) in ethanol (30 mL) were added ammonia (2M solution in ethanol, 18 mL, 36 mmol) and Raney 2800 Nickel (⅓ teaspoon of a slurry in water). The reaction mixture was subjected to hydrogenation at 45 atmospheres for 2 h at rt. The resulting mixture was filtered through Celite and the filtrate was concentrated in vacuo yielding the crude amine. The amine was dissolved in dioxanes (10 mL) and HCl (4M in dioxanes, 5 mL, 20 mm... Starting materials: Congo Red, Cl (hydrochloric acid), ICC#CCOCC(=O)[O-].[K+] (Potassium 7-iodo-3-oxa-5-heptynoate), C1(C=2C(C(N1)=O)=CC=CC2)=O.[K] (potassium phthalimide). Solvent: C(C)O (ethanol), O (water). Conditions: temperature 25 celsius. The product is C(=O)(O)COCC#CCN1C(C=2C(C1=O)=CC=CC2)=O (N-(6-Carboxy-5-oxa-2-hexynyl)phthalimide). As a reaction SMILES: I[CH2:2][C:3]#[C:4][CH2:5][O:6][CH2:7][C:8]([O-:10])=[O:9].[K+].[C:12]1(=[O:22])[NH:16][C:15](=[O:17])[C:14]2=[CH:18][CH:19]=[CH:20][CH:21]=[C:13]12.[K].Cl>C(O)C.O>[C:8]([CH2:7][O:6][CH2:5][C:4]#[C:3][CH2:2][N:16]1[C:15](=[O:17])[C:14]2=[CH:18][CH:19]=[CH:20][CH:21]=[C:13]2[C:12]1=[O:22])([OH:10])=[O:9] |f:0.1,2.3,^1:22|. Reported procedure: Potassium 7-iodo-3-oxa-5-heptynoate is added to a solution of potassium phthalimide (equimolar quantity) in ethanol at 25° C. The resulting solution is stirred and maintained at 25° C. until alkylation is complete. Evaporation of the reaction mixture in vacuo at 40° to 50° C. leaves a residue which is suspended in water. The aqueous suspension is acidified to Congo Red with dilute hydrochloric acid and extracted three times with ether. The combined organic extract is washed with saturated aqueou...